From a dataset of the Open Reaction Database (ORD), a public repository of structured organic reaction records. describe an organic reaction: reactants, conditions, products, and yield Reactants: Cl.C(C)(C)OCCN(C(CCl)=O)C1=CC=C(C(=O)N2CCN(CC2)CCC2=CC=C(C=C2)Cl)C=C1 (1-{4-[N-(2-isopropoxyethyl)-N-chloroacetylamino]-benzoyl}-4-[2-(4-chlorophenyl)-ethyl]-piperazine hydrochloride), NCCS (cysteamine). The product is C(C)(C)OCCN(C(CSCCN)=O)C1=CC=C(C(=O)N2CCN(CC2)CCC2=CC=C(C=C2)Cl)C=C1 (1-{4-[N-(2-isopropoxyethyl)-N-(2-aminoethylmercapto-acetyl)-amino]-benzoyl}-4-[2-(4-chlorophenyl)-ethyl]-piperazine). As a reaction SMILES: Cl.[CH:2]([O:5][CH2:6][CH2:7][N:8]([C:13]1[CH:35]=[CH:34][C:16]([C:17]([N:19]2[CH2:24][CH2:23][N:22]([CH2:25][CH2:26][C:27]3[CH:32]=[CH:31][C:30]([Cl:33])=[CH:29][CH:28]=3)[CH2:21][CH2:20]2)=[O:18])=[CH:15][CH:14]=1)[C:9](=[O:12])[CH2:10]Cl)([CH3:4])[CH3:3].[NH2:36][CH2:37][CH2:38][SH:39]>>[CH:2]([O:5][CH2:6][CH2:7][N:8]([C:13]1[CH:35]=[CH:34][C:16]([C:17]([N:19]2[CH2:20][CH2:21][N:22]([CH2:25][CH2:26][C:27]3[CH:28]=[CH:29][C:30]([Cl:33])=[CH:31][CH:32]=3)[CH2:23][CH2:24]2)=[O:18])=[CH:15][CH:14]=1)[C:9](=[O:12])[CH2:10][S:39][CH2:38][CH2:37][NH2:36])([CH3:3])[CH3:4] |f:0.1|. Procedure details: Analogously to Example 1, 1-{4-[N-(2-isopropoxyethyl)-N-chloroacetylamino]-benzoyl}-4-[2-(4-chlorophenyl)-ethyl]-piperazine hydrochloride is reacted with cysteamine (=2-mercaptoethylamine), yielding 1-{4-[N-(2-isopropoxyethyl)-N-(2-aminoethylmercapto-acetyl)-amino]-benzoyl}-4-[2-(4-chlorophenyl)-ethyl]-piperazine. Starting materials: ClC1=C(C=CC=2N(N=NC21)CC2CC2)O (4-chloro-1-(cyclopropylmethyl)-1H-benzotriazol-5-ol), BrC=1C(=NC=CC1)Cl (3-bromo-2-chloropyridine), C([O-])([O-])=O.[Cs+].[Cs+] (cesium carbonate), BrC=1C(=NC=CC1)Cl (3-bromo-2-chloropyridine), C([O-])([O-])=O.[Cs+].[Cs+] (cesium carbonate). Run in CC(=O)N(C)C (dimethylacetamide). Reaction conditions: temperature 140 celsius, time 1 hour. The product is BrC=1C(=NC=CC1)OC1=C(C2=C(N(N=N2)CC2CC2)C=C1)Cl (5-[(3-bromopyridin-2-yl)oxy]-4-chloro-1-(cyclopropylmethyl)-1H-benzotriazole). Reaction SMILES: [Cl:1][C:2]1[C:10]2[N:9]=[N:8][N:7]([CH2:11][CH:12]3[CH2:14][CH2:13]3)[C:6]=2[CH:5]=[CH:4][C:3]=1[OH:15].[Br:16][C:17]1[C:18](Cl)=[N:19][CH:20]=[CH:21][CH:22]=1.C(=O)([O-])[O-].[Cs+].[Cs+]>CC(N(C)C)=O>[Br:16][C:17]1[C:18]([O:15][C:3]2[CH:4]=[CH:5][C:6]3[N:7]([CH2:11][CH:12]4[CH2:14][CH2:13]4)[N:8]=[N:9][C:10]=3[C:2]=2[Cl:1])=[N:19][CH:20]=[CH:21][CH:22]=1 |f:2.3.4|. Reported procedure: 4-Chloro-1-(cyclopropylmethyl)-1H-benzotriazol-5-ol (8-5, 50 mg, 0.22 mmol, 1 equiv.) was dissolved in dimethylacetamide (1.5 mL) and treated with 3-bromo-2-chloropyridine (50 mg, 0.25 mmol, 1.15 equiv.) and cesium carbonate (146 mg, 0.45 mmol, 2 equiv). The mixture was stirred under microwave irradiation at 140° C. for 1 hour, treated with additional 3-bromo-2-chloropyridine (50 mg, 0.25 mmol, 1.15 equiv.) and cesium carbonate (80 mg, 0.24 mmol, 1 equiv.) and stirred for an additional hour at 1... Starting materials: C(C(CO)(CO)N)O (Trisamine), OC1=CC=C(C=C1)N1C=CC2=CC=CC=C12 (1-(4-hydroxyphenyl)-1H-indole), C(=O)([O-])[O-].[K+].[K+] (K2CO3), BrCC1=CC=C(C=C1)C#N (α-bromo-p-tolunitrile), [Na+].[I-] (NaI). Run in CN(C)C=O (DMF), CN(C)C=O (DMF). Product: C(#N)C1=CC=C(COC2=CC=C(C=C2)N2C=CC3=CC=CC=C23)C=C1 (1-{4-[(4-cyanobenzyl)oxy]phenyl}-1H-indole). Isolated yield 77.1%. RXN SMILES: [OH:1][C:2]1[CH:7]=[CH:6][C:5]([N:8]2[C:16]3[C:11](=[CH:12][CH:13]=[CH:14][CH:15]=3)[CH:10]=[CH:9]2)=[CH:4][CH:3]=1.C([O-])([O-])=O.[K+].[K+].Br[CH2:24][C:25]1[CH:30]=[CH:29][C:28]([C:31]#[N:32])=[CH:27][CH:26]=1.[Na+].[I-].C(O)C(N)(CO)CO>CN(C=O)C>[C:31]([C:28]1[CH:29]=[CH:30][C:25]([CH2:24][O:1][C:2]2[CH:7]=[CH:6][C:5]([N:8]3[C:16]4[C:11](=[CH:12][CH:13]=[CH:14][CH:15]=4)[CH:10]=[CH:9]3)=[CH:4][CH:3]=2)=[CH:26][CH:27]=1)#[N:32] |f:1.2.3,5.6|. Reported procedure: To a solution of 0.038 g (0.18 mmol) 1-(4-hydroxyphenyl)-1H-indole in 1.2 ml DMF was added 0.05 g (0.38 mmol) K2CO3 and the slurry was mixed for 30 min. 59 mg (0.3 mmol) α-bromo-p-tolunitrile and 0.01 g (66 μmol) NaI was added and the slurry was mixed at 60° C. for 4 hr. The solution was allowed to cool and an additional 2 ml DMF was added, followed by 0.10 g PS-Trisamine scavenger reagent (Argonaut Technologies, San Carlos, Calif.). The slurry was mixed at 60° C. for a further 3 hr and allowed ...